Dataset: the Open Reaction Database (ORD), a public repository of structured organic reaction records. Task: describe an organic reaction: reactants, conditions, products, and yield Reactants: [Cl-], O=C(Cl)C1(c2cccc(Cl)c2)CC1, NC1=c2ccoc2=NCN1c1ccc(N)cc1. Yields the product NC1=c2ccoc2=NCN1c1ccc(NC(=O)C2(c3cccc(Cl)c3)CC2)cc1. RXN SMILES: [Cl-:14].[Cl:1][c:2]1[cH:3][c:4]([C:8]2([C:11](=[O:12])[Cl:13])[CH2:9][CH2:10]2)[cH:5][cH:6][cH:7]1.[NH2:15][C:16]1=[c:17]2[c:18]([o:29][cH:30][cH:31]2)=[N:19][CH2:20][N:21]1[c:22]1[cH:23][cH:24][c:25]([NH2:28])[cH:26][cH:27]1>>[Cl:1][c:2]1[cH:3][c:4]([C:8]2([C:11](=[O:12])[NH:28][c:25]3[cH:24][cH:23][c:22]([N:21]4[C:16]([NH2:15])=[c:17]5[c:18]([o:29][cH:30][cH:31]5)=[N:19][CH2:20]4)[cH:27][cH:26]3)[CH2:9][CH2:10]2)[cH:5][cH:6][cH:7]1. Reactants: S1C(=CC=C1)C1=CC=C(C=N1)C(=O)OC (methyl 6-(2-thienyl)pyridine-3-carboxylate). Run in CO (methyl alcohol), [OH-].[Na+] (sodium hydroxide). Yields the product S1C(=CC=C1)C1=CC=C(C=N1)C(=O)O (6-(2-Thienyl)pyridine-3-carboxylic acid). As a reaction SMILES: [S:1]1[CH:5]=[CH:4][CH:3]=[C:2]1[C:6]1[N:11]=[CH:10][C:9]([C:12]([O:14]C)=[O:13])=[CH:8][CH:7]=1>CO.[OH-].[Na+]>[S:1]1[CH:5]=[CH:4][CH:3]=[C:2]1[C:6]1[N:11]=[CH:10][C:9]([C:12]([OH:14])=[O:13])=[CH:8][CH:7]=1 |f:2.3|. Procedure details: A solution of 2.0 g of methyl 6-(2-thienyl)pyridine-3-carboxylate in 100 ml of methyl alcohol and 50 ml of 5N sodium hydroxide is stirred at room temperature for 16 hours under nitrogen. The reaction mixture is evaporated in vacuo to about one quarter of the volume and then diluted with 150 ml of cold water. The pH is adjusted to 4 with acetic acid and the desired white product collected, washed with 400 ml of cold water until neutral. The solid is washed with 50 ml of petroleum ether and dried ... Reactants: OC1=CC=CC=2N(C(=NC21)OC)C (4-hydroxy-2-methoxy-1-methyl-1H-benzimidazole), C(C)(=O)NC1=CC=C(C=N1)/C=C/C(=O)NCC=1N(C=CC1)C1=C(C(=C(C=C1)Cl)COS(=O)(=O)C)Cl (2-[(E)-3-(6-acetamidopyridin-3-yl)acryloylaminomethyl]-1-[2,4-dichloro-3-(methanesulfonyloxymethyl)phenyl]pyrrole), C([O-])([O-])=O.[K+].[K+] (potassium carbonate). Solvent: CN(C=O)C (N,N-dimethylformamide). Run at time 3.5 day. Yields the product C(C)(=O)NC1=CC=C(C=N1)/C=C/C(=O)NCC=1N(C=CC1)C1=C(C(=C(C=C1)Cl)C(C)OC1=CC=CC=2NC(=NC21)OC)Cl (2-[(E)-3-(6-acetamidopyridin-3-yl)acryloylaminomethyl]-1-[2,4-dichloro-3-(2-methoxy-1-methyl-1H-benzimidazol-4-yloxymethyl)phenyl]pyrrole). The yield is 23.7%. Reaction SMILES: [OH:1][C:2]1[C:10]2[N:9]=[C:8]([O:11][CH3:12])[N:7](C)[C:6]=2[CH:5]=[CH:4][CH:3]=1.[C:14]([NH:17][C:18]1[N:23]=[CH:22][C:21](/[CH:24]=[CH:25]/[C:26]([NH:28][CH2:29][C:30]2[N:31]([C:35]3[CH:40]=[CH:39][C:38]([Cl:41])=[C:37]([CH2:42]OS(C)(=O)=O)[C:36]=3[Cl:48])[CH:32]=[CH:33][CH:34]=2)=[O:27])=[CH:20][CH:19]=1)(=[O:16])[CH3:15].[C:49](=O)([O-])[O-].[K+].[K+]>CN(C)C=O>[C:14]([NH:17][C:18]1[N:23]=[CH:22][C:21](/[CH:24]=[CH:25]/[C:26]([NH:28][CH2:29][C:30]2[N:31]([C:35]3[CH:40]=[CH:39][C:38]([Cl:41])=[C:37]([CH:42]([O:1][C:2]4[C:10]5[N:9]=[C:8]([O:11][CH3:12])[NH:7][C:6]=5[CH:5]=[CH:4][CH:3]=4)[CH3:49])[C:36]=3[Cl:48])[CH:32]=[CH:33][CH:34]=2)=[O:27])=[CH:20][CH:19]=1)(=[O:16])[CH3:15] |f:2.3.4|. Reported procedure: A mixture of 4-hydroxy-2-methoxy-1-methyl-1H-benzimidazole (47.4 mg), 2-[(E)-3-(6-acetamidopyridin-3-yl)acryloylaminomethyl]-1-[2,4-dichloro-3-(methanesulfonyloxymethyl)phenyl]pyrrole (143 mg) and potassium carbonate (110 mg) in N,N-dimethylformamide (4 ml) was stirred at ambient temperature for 3.5 days. The mixture was partitioned between chloroform and water. The separated organic layer was dried over magnesium sulfate and evaporated in vacuo. The residue was purified by preparative thin laye... Reactants: C([O-])([O-])=O.[Cs+].[Cs+] (Cesium carbonate), NC1=C(C=C(C=C1)O)[N+](=O)[O-] (4-amino-3-nitrophenol), CS(=O)(=O)OC1CCN(CC1)C(=O)OC(C)(C)C (tert-butyl 4-(methylsulfonyloxy)piperidine-1-carboxylate). The solvent is CC(=O)N(C)C (DMA). Reaction conditions: temperature 90 celsius. The product is NC1=C(C=C(OC2CCN(CC2)C(=O)OC(C)(C)C)C=C1)[N+](=O)[O-] (tert-butyl 4-(4-amino-3-nitrophenoxy)piperidine-1-carboxylate). As a reaction SMILES: C(=O)([O-])[O-].[Cs+].[Cs+].[NH2:7][C:8]1[CH:13]=[CH:12][C:11]([OH:14])=[CH:10][C:9]=1[N+:15]([O-:17])=[O:16].CS(O[CH:23]1[CH2:28][CH2:27][N:26]([C:29]([O:31][C:32]([CH3:35])([CH3:34])[CH3:33])=[O:30])[CH2:25][CH2:24]1)(=O)=O>CC(N(C)C)=O>[NH2:7][C:8]1[CH:13]=[CH:12][C:11]([O:14][CH:23]2[CH2:28][CH2:27][N:26]([C:29]([O:31][C:32]([CH3:35])([CH3:34])[CH3:33])=[O:30])[CH2:25][CH2:24]2)=[CH:10][C:9]=1[N+:15]([O-:17])=[O:16] |f:0.1.2|. Procedure details: Cesium carbonate (14.19 g, 43.56 mmoles, 2 equivalents) was added to a stirred solution of 4-amino-3-nitrophenol (3.35 g, 21.78 mmoles, 1 equivalent) and tert-butyl 4-(methylsulfonyloxy)piperidine-1-carboxylate (6.69 g, 23.96 mmoles, 1.1 equivalent) in anhydrous DMA (30 ml). The stirred reaction mixture was then heated to 90° C. (thermostatically controlled heating mantle) for 22 hours. The reaction mixture was then allowed to cool to room temperature and was filtered through a plug of Celite. T... Starting materials: NC=1C=CC2=C(NC(CO2)=O)C1 (6-amino-4H-benzo[1,4]oxazin-3-one), ClCC(=O)N1CCC(CC1)CC1=CC=C(C=C1)F (2-chloro-1-[4-(4-fluoro-benzyl)-piperidin-1-yl]-ethanone). Solvent: C(C)OCC (diethylether). Yields the product FC1=CC=C(CC2CCN(CC2)C(CNC=2C=CC3=C(NC(CO3)=O)C2)=O)C=C1 (1-[4-(4-Fluoro-benzyl)-piperidin-1-yl]-2-(3-oxo-3,4-dihydro-2H-benzo[1,4]oxazin-6-yl-amino)-ethanone). RXN SMILES: [NH2:1][C:2]1[CH:3]=[CH:4][C:5]2[O:10][CH2:9][C:8](=[O:11])[NH:7][C:6]=2[CH:12]=1.Cl[CH2:14][C:15]([N:17]1[CH2:22][CH2:21][CH:20]([CH2:23][C:24]2[CH:29]=[CH:28][C:27]([F:30])=[CH:26][CH:25]=2)[CH2:19][CH2:18]1)=[O:16]>C(OCC)C>[F:30][C:27]1[CH:28]=[CH:29][C:24]([CH2:23][CH:20]2[CH2:21][CH2:22][N:17]([C:15](=[O:16])[CH2:14][NH:1][C:2]3[CH:3]=[CH:4][C:5]4[O:10][CH2:9][C:8](=[O:11])[NH:7][C:6]=4[CH:12]=3)[CH2:18][CH2:19]2)=[CH:25][CH:26]=1. Procedure: The title compound is prepared from 6-amino-4H-benzo[1,4]oxazin-3-one and 2-chloro-1-[4-(4-fluoro-benzyl)-piperidin-1-yl]-ethanone (Example 197a) according to the method described in Example 142b. Melting Point: 220-223° C. (diethylether) Reactants: CC1=C(C=CC=C1)NO (N-(2-methylphenyl)-hydroxylamine), C(=O)([O-])[O-].[K+].[K+] (K2CO3). Run in C(Cl)Cl (CH2Cl2). Conditions: time 2 hour. Yields the product ON(C(OC1=CC=CC=C1)=O)C1=C(C=CC=C1)C (Phenyl N-hydroxy-N-(2-methylphenyl)-carbamate). RXN SMILES: [CH3:1][C:2]1[CH:7]=[CH:6][CH:5]=[CH:4][C:3]=1[NH:8][OH:9].[C:10]([O-:13])([O-])=[O:11].[K+].[K+]>C(Cl)Cl>[OH:9][N:8]([C:3]1[CH:4]=[CH:5][CH:6]=[CH:7][C:2]=1[CH3:1])[C:10](=[O:11])[O:13][C:2]1[CH:7]=[CH:6][CH:5]=[CH:4][CH:3]=1 |f:1.2.3|. Procedure details: A mixture of 2.5 g (20 mmol) of N-(2-methylphenyl)-hydroxylamine (crude product, obtained according to Bamberger et al., Anm. Chem. 316 (1901), 278), 3.5 g (25 mmol) of K2CO3 and 3.5 g (22 mmol) of phenyl Chlorooformate in 20 ml of CH2Cl2 is stirred for 2 hours at room temperature. The reaction mixture is then extracted with water, dried over MgSO4 and evaporated down. The residue is purified by column chromatography with mixtures of cyclohexane and ethyl acetate. There is obtained 2.0 g (8.2 mm... Reactants: CCCCCC (hexane), ClC1=NC=CC=C1[N+](=O)[O-] (2-chloro-3-nitropyridine), CC(C)(C)[O-].[K+] (potassium tert-butylate), C1(=CC=CC=C1)S(=O)(=O)CCS (2-(phenylsulfonyl)ethanethiol). Solvent: CN(C)C=O (DMF), [Cl-].[Na+].O (brine). Run at time 30 minute. Yields the product C1(=CC=CC=C1)S(=O)(=O)CCSC1=NC=CC=C1[N+](=O)[O-] (2-[2-(benzenesulfonyl)-ethylsulfanyl]-3-nitropyridine). Yield: 45.9%. RXN SMILES: CC([O-])(C)C.[K+].[C:7]1([S:13]([CH2:16][CH2:17][SH:18])(=[O:15])=[O:14])[CH:12]=[CH:11][CH:10]=[CH:9][CH:8]=1.Cl[C:20]1[C:25]([N+:26]([O-:28])=[O:27])=[CH:24][CH:23]=[CH:22][N:21]=1.CCCCCC>CN(C=O)C.[Cl-].[Na+].O>[C:7]1([S:13]([CH2:16][CH2:17][S:18][C:20]2[C:25]([N+:26]([O-:28])=[O:27])=[CH:24][CH:23]=[CH:22][N:21]=2)(=[O:15])=[O:14])[CH:8]=[CH:9][CH:10]=[CH:11][CH:12]=1 |f:0.1,6.7.8|. Procedure: 1.8 g (16.0 mmol) potassium tert-butylate were added to a solution of 3.0 g (14.8 mmol) 2-(phenylsulfonyl)ethanethiol in DMF (35 ml) and the mixture was stirred for 30 min at room temperature. Then 2.5 g (15.8 mmol) 2-chloro-3-nitropyridine were added and the mixture was stirred for a further 1 h at RT. Then it was diluted with a brine/EE mixture (1:1 vv) and stirred for a further 30 min at RT. Then the organic phase was separated off, washed with water and brine, dried over Na2SO4, filtered and... The reactants are CONC(=O)C(Cc1ccccc1)NC(=O)OC, ClCCl, O=C(Oc1cccc(I)c1OC(=O)C(F)(F)F)C(F)(F)F, O=C(O)C(F)(F)F. Product: COC(=O)NC1Cc2ccccc2N(OC)C1=O. As a reaction SMILES: [CH3:1][O:2][NH:3][C:4]([CH:5]([CH2:6][c:7]1[cH:8][cH:9][cH:10][cH:11][cH:12]1)[NH:13][C:14](=[O:15])[O:16][CH3:17])=[O:18].[Cl:47][CH2:48][Cl:49].[F:26][C:27]([F:28])([F:29])[C:30]([O:31][c:32]1[c:33]([O:34][C:35](=[O:36])[C:37]([F:38])([F:39])[F:40])[c:41]([I:42])[cH:43][cH:44][cH:45]1)=[O:46].[OH:19][C:20]([C:21]([F:22])([F:23])[F:24])=[O:25]>>[CH3:1][O:2][N:3]1[C:4](=[O:18])[CH:5]([NH:13][C:14](=[O:15])[O:16][CH3:17])[CH2:6][c:7]2[cH:8][cH:9][cH:10][cH:11][c:12]21.